Dataset: the Open Reaction Database (ORD), a public repository of structured organic reaction records. Task: describe an organic reaction: reactants, conditions, products, and yield Reactants: CN(C=O)C (dimethylformamide), [Na] (sodium), C(C)(=O)OCC1=C(N2C(C(C2SC1)NC(C(C=1C=CC2=C(CCO2)C1)(N)C(=O)OC(C)(C)C)=O)=O)C(=O)O (3-[(acetyloxy)methyl]-7-[[(tert-butoxycarbonyl)amino(2,3-dihydro-5-benzofuranyl)acetyl]amino]-8-oxo-5-thia-1-azabicyclo[4.2.0]oct-2-ene-2-carboxylic acid), ClCCC(C(=O)[O-])(C)C (chloromethylpivalate). Solvent: C(C)(=O)OCC (ethyl acetate). Conditions: time 3 hour. The product is C(C(C)(C)C)(=O)OCOC(=O)C=1N2C(C(C2SCC1COC(C)=O)NC(C(C=1C=CC2=C(CCO2)C1)(N)C(=O)OC(C)(C)C)=O)=O (3-[(Acetyloxy)methyl]-7-[[(tert-butoxycarbonyl)amino(2,3-dihydro-5-benzofuranyl)acetyl]amino]-8-oxo-5-thia-1-azabicyclo[4.2.0]oct-2-ene-2-carboxylic acid pivaloyloxymethyl ester). Reaction SMILES: CN(C)[CH:3]=[O:4].[Na].[C:7]([O:10][CH2:11][C:12]1[CH2:19][S:18][CH:17]2[N:14]([C:15](=[O:41])[CH:16]2[NH:20][C:21](=[O:40])[C:22]([C:33]([O:35][C:36]([CH3:39])([CH3:38])[CH3:37])=[O:34])([NH2:32])[C:23]2[CH:24]=[CH:25][C:26]3[O:30][CH2:29][CH2:28][C:27]=3[CH:31]=2)[C:13]=1[C:42]([OH:44])=[O:43])(=[O:9])[CH3:8].ClC[CH2:47][C:48]([CH3:53])([CH3:52])[C:49]([O-])=[O:50]>C(OCC)(=O)C>[C:49]([O:4][CH2:3][O:43][C:42]([C:13]1[N:14]2[CH:17]([S:18][CH2:19][C:12]=1[CH2:11][O:10][C:7](=[O:9])[CH3:8])[CH:16]([NH:20][C:21](=[O:40])[C:22]([C:33]([O:35][C:36]([CH3:37])([CH3:38])[CH3:39])=[O:34])([NH2:32])[C:23]1[CH:24]=[CH:25][C:26]3[O:30][CH2:29][CH2:28][C:27]=3[CH:31]=1)[C:15]2=[O:41])=[O:44])(=[O:50])[C:48]([CH3:53])([CH3:52])[CH3:47] |^1:5|. Procedure: To dimethylformamide is added the sodium salt of 3-[(acetyloxy)methyl]-7-[[(tert-butoxycarbonyl)amino(2,3-dihydro-5-benzofuranyl)acetyl]amino]-8-oxo-5-thia-1-azabicyclo[4.2.0]oct-2-ene-2-carboxylic acid one equivalent, and the solution is stirred at room temperature for about 30 minutes after which an equivalent of chloromethylpivalate is added. Stirring is continued for about 3 hours. The solution is diluted with ethyl acetate and washed with water. The organic layer is separated and evaporated... Yields the product COC(=O)C1(C)CN(C(=O)Nc2ccc(Cl)cc2)N=C1c1ccc(Cl)cc1. RXN SMILES: [CH3:46][CH2:47][CH2:48][CH2:49][CH2:50][CH3:51].[CH:24]([NH:25][CH:26]([CH3:27])[CH3:28])([CH3:29])[CH3:30].[Cl:1][c:2]1[cH:3][cH:4][c:5]([NH:8][C:9](=[O:10])[N:11]2[N:12]=[C:13]([c:17]3[cH:18][cH:19][c:20]([Cl:23])[cH:21][cH:22]3)[CH:14]([CH3:16])[CH2:15]2)[cH:6][cH:7]1.[Cl:36][C:37](=[O:38])[O:39][CH3:40].[Li:31][CH2:32][CH2:33][CH2:34][CH3:35].[O:41]1[CH2:42][CH2:43][CH2:44][CH2:45]1>>[Cl:1][c:2]1[cH:3][cH:4][c:5]([NH:8][C:9](=[O:10])[N:11]2[N:12]=[C:13]([c:17]3[cH:18][cH:19][c:20]([Cl:23])[cH:21][cH:22]3)[C:14]([CH3:16])([C:37](=[O:38])[O:39][CH3:40])[CH2:15]2)[cH:6][cH:7]1. The reactants are CCCCCC, CC(C)NC(C)C, CC1CN(C(=O)Nc2ccc(Cl)cc2)N=C1c1ccc(Cl)cc1, COC(=O)Cl, [Li]CCCC, C1CCOC1.